Dataset: the Open Reaction Database (ORD), a public repository of structured organic reaction records. Task: describe an organic reaction: reactants, conditions, products, and yield The reactants are O=C([O-])[O-], C=CCBr, CC(C)=O, O=Cc1ccc(OS(=O)(=O)C(F)(F)F)cc1O, [K+], [K+]. Yields the product C=CCOc1cc(OS(=O)(=O)C(F)(F)F)ccc1C=O. Reaction SMILES: [C:1](=[O:2])([O-:3])[O-:4].[CH2:7]([CH:8]=[CH2:9])[Br:10].[CH3:28][C:29](=[O:30])[CH3:31].[CH:11](=[O:12])[c:13]1[c:14]([OH:27])[cH:15][c:16]([O:19][S:20](=[O:21])(=[O:22])[C:23]([F:24])([F:25])[F:26])[cH:17][cH:18]1.[K+:5].[K+:6]>>[CH2:7]([CH:8]=[CH2:9])[O:27][c:14]1[c:13]([CH:11]=[O:12])[cH:18][cH:17][c:16]([O:19][S:20](=[O:21])(=[O:22])[C:23]([F:24])([F:25])[F:26])[cH:15]1. Starting materials: BrC1=CC=C(S1)C(=O)O (5-bromothiophene-2-carboxylic acid), Cl.COC1=CC=C(C=N1)B(O)O (6-methoxypyridin-3-ylboronic acid hydrochloride), C([O-])([O-])=O.[Na+].[Na+] (sodium carbonate). The product is COC1=CC=C(C=N1)C1=CC=C(S1)C(=O)O (5-(6-Methoxypyridin-3-yl)thiophene-2-carboxylic acid). Reaction SMILES: Br[C:2]1[S:6][C:5]([C:7]([OH:9])=[O:8])=[CH:4][CH:3]=1.Cl.[CH3:11][O:12][C:13]1[N:18]=[CH:17][C:16](B(O)O)=[CH:15][CH:14]=1.C(=O)([O-])[O-].[Na+].[Na+]>>[CH3:11][O:12][C:13]1[N:18]=[CH:17][C:16]([C:2]2[S:6][C:5]([C:7]([OH:9])=[O:8])=[CH:4][CH:3]=2)=[CH:15][CH:14]=1 |f:1.2,3.4.5|. Procedure: The title compound is prepared as described in EXAMPLE 31, Part I, but with 5-bromothiophene-2-carboxylic acid and 6-methoxypyridin-3-ylboronic acid hydrochloride as starting materials, and 10 molar equivalents of 0.4M aqueous sodium carbonate. 1H NMR (DMSO) δ 13.10 (br s, 1H), 8.55 (d, 1H), 8.03 (dd, 1H), 7.66 (d, 1H), 7.50 (d, 1H), 6.90 (d, 1H). ESI MS (M+1)+: 236. The reactants are [BH4-].[Na+] (sodium borohydride), CC=1C=C2CCN=C(C2=CC1OC)CCC1=CC=C(C=C1)Cl (6-methyl-7-methoxy-1-[2-(4-chlorophenyl)ethyl]-3,4-dihydroisoquinoline). Run in C(C)O (ethanol). Reaction conditions: time 2 hour. Yields the product ClC1=CC=C(C=C1)CCC1NCCC2=CC(=C(C=C12)OC)C (1-[2-(4-chlorophenyl)ethyl]-6-methyl-7-methoxy-1,2,3,4-tetrahydroisoquinoline), maleate salt. Reaction SMILES: [BH4-].[Na+].[CH3:3][C:4]1[CH:5]=[C:6]2[C:11](=[CH:12][C:13]=1[O:14][CH3:15])[C:10]([CH2:16][CH2:17][C:18]1[CH:23]=[CH:22][C:21]([Cl:24])=[CH:20][CH:19]=1)=[N:9][CH2:8][CH2:7]2>C(O)C>[Cl:24][C:21]1[CH:20]=[CH:19][C:18]([CH2:17][CH2:16][CH:10]2[C:11]3[C:6](=[CH:5][C:4]([CH3:3])=[C:13]([O:14][CH3:15])[CH:12]=3)[CH2:7][CH2:8][NH:9]2)=[CH:23][CH:22]=1 |f:0.1|. Reported procedure: Add sodium borohydride (2.0 g) to a suspension of the dihydroisoquinoline from step B (4.75 g) in ethanol (175 mL) and stir the mixture for 2 h. Concentrate to a residue, treat with water and heat on a steam bath for 0.75 h. Cool the mixture to room temperature, extract with ether and concentrate the ethereal extract to a residue. Dissolve the residue in ethyl acetate, treat with 1.7 g of maleic acid and recrystallize the resulting salt from ethanol/ethyl acetate to give the title compound as th... Starting materials: C(#N)C1NC1 (2-Cyanoaziridine), C1OC=2C=C(C(=O)N=C=O)C=CC2O1 (3,4-methylenedioxybenzoyl isocyanate), C1OC=2C=C(C(=O)N)C=CC2O1 (3,4-methylenedioxybenzamide). The solvent is C1(=CC=CC=C1)C (toluene), C1(=CC=CC=C1)C (toluene). Run at temperature 0 celsius. The product is C1OC=2C=C(C(=O)NC(=O)N3C(C3)C#N)C=CC2O1 (1-(N-3,4-Methylenedioxybenzoyl-carbamoyl)-2-cyanoaziridine). RXN SMILES: [C:1]([CH:3]1[CH2:5][NH:4]1)#[N:2].[CH2:6]1[O:19][C:18]2[CH:17]=[CH:16][C:10]([C:11]([N:13]=[C:14]=[O:15])=[O:12])=[CH:9][C:8]=2[O:7]1.C1OC2C=CC(C(N)=O)=CC=2O1>C1(C)C=CC=CC=1>[CH2:6]1[O:19][C:18]2[CH:17]=[CH:16][C:10]([C:11]([NH:13][C:14]([N:4]3[CH2:5][CH:3]3[C:1]#[N:2])=[O:15])=[O:12])=[CH:9][C:8]=2[O:7]1. Reported procedure: 0.26 g. 2-Cyanoaziridine are dissolved in 5 ml. toluene and introduced, while stirring at 0° C., into a solution of 0.73 g. 3,4-methylenedioxybenzoyl isocyanate in 25 ml. toluene. The reaction mixture is further stirred for 1 hour at 0° C. and the precipitated material (0.65 g.) is filtered off with suction at ambient temperature and briefly boiled with isopropanol, 0.2 g. of the desired 1-(N-3,4-methylenedioxybenzoyl-carbamoyl)-2-cyanoaziridine thereby remaining undissolved (m.p. 145°-153° C., ... Reactants: CCN=C=O, C1CCOC1, CC(C)OC(=O)c1cn(Cc2c(F)cccc2F)c2nc(-c3ccc(N)cc3)c(CN(C)Cc3ccccc3)n2c1=O, CC(C)OC(C)C, c1ccncc1. The product is CCNC(=O)Nc1ccc(-c2nc3n(Cc4c(F)cccc4F)cc(C(=O)OC(C)C)c(=O)n3c2CN(C)Cc2ccccc2)cc1. Reaction SMILES: [CH2:49]([CH3:50])[N:51]=[C:52]=[O:53].[CH2:61]1[O:62][CH2:63][CH2:64][CH2:65]1.[CH:1]([CH3:2])([CH3:3])[O:4][C:5](=[O:6])[c:7]1[cH:8][n:9]([CH2:34][c:35]2[c:36]([F:42])[cH:37][cH:38][cH:39][c:40]2[F:41])[c:10]2[n:11]([c:12]1=[O:13])[c:14]([CH2:24][N:25]([CH2:26][c:27]1[cH:28][cH:29][cH:30][cH:31][cH:32]1)[CH3:33])[c:15](-[c:17]1[cH:18][cH:19][c:20]([NH2:23])[cH:21][cH:22]1)[n:16]2.[CH:54]([O:55][CH:56]([CH3:57])[CH3:58])([CH3:59])[CH3:60].[cH:43]1[cH:44][cH:45][n:46][cH:47][cH:48]1>>[CH:1]([CH3:2])([CH3:3])[O:4][C:5](=[O:6])[c:7]1[cH:8][n:9]([CH2:34][c:35]2[c:36]([F:42])[cH:37][cH:38][cH:39][c:40]2[F:41])[c:10]2[n:11]([c:12]1=[O:13])[c:14]([CH2:24][N:25]([CH2:26][c:27]1[cH:28][cH:29][cH:30][cH:31][cH:32]1)[CH3:33])[c:15](-[c:17]1[cH:18][cH:19][c:20]([NH:23][C:52]([NH:51][CH2:49][CH3:50])=[O:53])[cH:21][cH:22]1)[n:16]2. Starting materials: ClC1=CC2=C(N=N1)CCN(C2)C(C(CCC)CCC)=O (3-chloro-5,6,7,8-tetrahydro-6-(2-n-propylvaleroyl)pyrido[4,3-c]pyridazine), C(CC)C(C(=O)Cl)CCC (2-n-propylvaleroyl chloride), Example 8 ( g ), C(\C=C/C(=O)O)(=O)O.ClC1=CC2=C(N=N1)CCNC2 (3-chloro-5,6,7,8-tetrahydropyrido[4,3-c]pyridazine maleate). The product is N(N)C1=CC2=C(N=N1)CCN(C2)C(C(CCC)CCC)=O (3-Hydrazino-5,6,7,8-tetrahydro-6-(2-n-propylvaleroyl)pyrido[4,3-c]pyridazine). Reaction SMILES: Cl[C:2]1[N:7]=[N:6][C:5]2[CH2:8][CH2:9][N:10]([C:12](=[O:20])[CH:13]([CH2:17][CH2:18][CH3:19])[CH2:14][CH2:15][CH3:16])[CH2:11][C:4]=2[CH:3]=1.C(O)(=O)/C=C\C(O)=O.ClC1[N:35]=[N:34]C2CCNCC=2C=1.C(C(CCC)C(Cl)=O)CC>>[NH:34]([C:2]1[N:7]=[N:6][C:5]2[CH2:8][CH2:9][N:10]([C:12](=[O:20])[CH:13]([CH2:17][CH2:18][CH3:19])[CH2:14][CH2:15][CH3:16])[CH2:11][C:4]=2[CH:3]=1)[NH2:35] |f:1.2|. Reported procedure: The 3-chloro-5,6,7,8-tetrahydro-6-(2-n-propylvaleroyl)pyrido[4,3-c]pyridazine, required as starting material, is produced in a manner analogous to that described in Example 8 (g), from 3-chloro-5,6,7,8-tetrahydropyrido[4,3-c]pyridazine maleate and 2-n-propylvaleroyl chloride. The organic phase is concentrated, and the crude product is extracted from the resulting solid residue with a Soxhlet extraction apparatus, and is recrystallized from cyclohexane. M.P. 94°-95°.